This data is from the Open Reaction Database (ORD), a public repository of structured organic reaction records. The task is: describe an organic reaction: reactants, conditions, products, and yield The reagents and catalysts are N(CC)(CC)CC, OC(C)(C)C(O)(C)C, O1B(OCC1)B2OCCO2, N=1C=CC(=CC1C=2N=CC=C(C2)C(C)(C)C)C(C)(C)C, C[OH2+].C[OH2+].C1CC=CCCC=C1.C1CC=CCCC=C1.[Ir].[Ir]. Reactants: OC=1C=CC=2C=CC=CC2C1. The solvent is C=1C=CC(=CC1)C, ClC(Cl)Cl. Run at temperature 80 celsius, time 3 hour. The product is OC1=CC=2C=CC=CC2C=C1B3OC(C)(C)C(O3)(C)C. Yield: 67.0%.